Dataset: the Open Reaction Database (ORD), a public repository of structured organic reaction records. Task: describe an organic reaction: reactants, conditions, products, and yield Starting materials: FC1=C(N)C=CC(=C1)I (2-fluoro-4-iodoaniline), C1(=CC=CC=C1)S (thiophenol), C[O-].[Na+] (sodium methoxide). The reagents and catalysts are C=1C=CC(=CC1)[P](C=2C=CC=CC2)(C=3C=CC=CC3)[Pd]([P](C=4C=CC=CC4)(C=5C=CC=CC5)C=6C=CC=CC6)([P](C=7C=CC=CC7)(C=8C=CC=CC8)C=9C=CC=CC9)[P](C=1C=CC=CC1)(C=1C=CC=CC1)C=1C=CC=CC1 (Tetrakis(triphenylphosphine)palladium(0)). The solvent is C(C)O (ethanol). Conditions: time 18 hour. Product: FC1=C(N)C=CC(=C1)SC1=CC=CC=C1 (2-Fluoro-4-phenylthioaniline). Reaction SMILES: [F:1][C:2]1[CH:8]=[C:7](I)[CH:6]=[CH:5][C:3]=1[NH2:4].[C:10]1([SH:16])[CH:15]=[CH:14][CH:13]=[CH:12][CH:11]=1.C[O-].[Na+]>C(O)C.C1C=CC([P]([Pd]([P](C2C=CC=CC=2)(C2C=CC=CC=2)C2C=CC=CC=2)([P](C2C=CC=CC=2)(C2C=CC=CC=2)C2C=CC=CC=2)[P](C2C=CC=CC=2)(C2C=CC=CC=2)C2C=CC=CC=2)(C2C=CC=CC=2)C2C=CC=CC=2)=CC=1>[F:1][C:2]1[CH:8]=[C:7]([S:16][C:10]2[CH:15]=[CH:14][CH:13]=[CH:12][CH:11]=2)[CH:6]=[CH:5][C:3]=1[NH2:4] |f:2.3,^1:26,28,47,66|. Procedure details: Tetrakis(triphenylphosphine)palladium(0) (0.578 g) was added to a deoxygenated mixture of 2-fluoro-4-iodoaniline (2.37 g), thiophenol (1.07 ml) and sodium methoxide (1.13 g) in ethanol (80 ml). The mixture was further deoxygenated by evacuation and refilling with argon (3 cycles) then heated under reflux with stirring under argon for 18 hours, cooled and filtered. The filter was washed with ether (3×20 ml) and the filtrates were combined and volatile material was removed by evaporation. The resi... Run in C(C)O (ethanol). Reported procedure: A mixture of 7.86 gm (0.05 mole) of 4-quinolinecarboxaldehyde, 6.86 gm (0.05 mole) of nicotinic acid hydrazide and 100 ml of ethanol is refluxed 2 hr. The reaction mixture is cooled to room temperature. The solid which sepatates is collected, washed with water and dried; 14.4 gm (quantitative) to give the title compound; mp. 99.6° C. The product is recrystallized from ethanol to give 11.54 gm (83%) of the title compound, having a melting point of 192.7° C. The reactants are N1=CC=C(C2=CC=CC=C12)C=O (4-quinolinecarboxaldehyde), C(C1=CN=CC=C1)(=O)NN (nicotinic acid hydrazide). As a reaction SMILES: [N:1]1[C:10]2[C:5](=[CH:6][CH:7]=[CH:8][CH:9]=2)[C:4]([CH:11]=O)=[CH:3][CH:2]=1.[C:13]([NH:21][NH2:22])(=[O:20])[C:14]1[CH:19]=[CH:18][CH:17]=[N:16][CH:15]=1>C(O)C>[N:1]1[C:10]2[C:5](=[CH:6][CH:7]=[CH:8][CH:9]=2)[C:4]([CH:11]=[N:22][NH:21][C:13](=[O:20])[C:14]2[CH:19]=[CH:18][CH:17]=[N:16][CH:15]=2)=[CH:3][CH:2]=1. The product is N1=CC=C(C2=CC=CC=C12)C=NNC(C1=CN=CC=C1)=O (nicotinic acid (4-quinolinylmethylene)hydrazide). The reactants are BrC=1C=C(C(=O)Cl)C=CC1F (3-bromo-4-fluoro-benzoic acid chloride), CC1=CC=CC2=C1NC(O2)=O (4-methyl-3H-benzoxazol-2-one), [Cl-].[Cl-].[Cl-].[Al+3] (aluminium trichloride), ice water. Yields the product BrC=1C=C(C(=O)C2=CC3=C(NC(O3)=O)C(=C2)C)C=CC1F (6-(3-bromo-4-fluoro-benzoyl)-4-methyl-3H-benzoxazol-2-one). As a reaction SMILES: [Br:1][C:2]1[CH:3]=[C:4]([CH:8]=[CH:9][C:10]=1[F:11])[C:5](Cl)=[O:6].[CH3:12][C:13]1[C:18]2[NH:19][C:20](=[O:22])[O:21][C:17]=2[CH:16]=[CH:15][CH:14]=1.[Cl-].[Cl-].[Cl-].[Al+3]>>[Br:1][C:2]1[CH:3]=[C:4]([CH:8]=[CH:9][C:10]=1[F:11])[C:5]([C:15]1[CH:14]=[C:13]([CH3:12])[C:18]2[NH:19][C:20](=[O:22])[O:21][C:17]=2[CH:16]=1)=[O:6] |f:2.3.4.5|. Procedure details: 2.23 g (9.40 mmol) 3-bromo-4-fluoro-benzoic acid chloride, 1.40 g (9.40 mmol) 4-methyl-3H-benzoxazol-2-one and 5.01 g (37.60 mmol) aluminium trichloride were heated to 125° C. for 1.5 h with stirring. After cooling to RT the mixture was mixed with ice water. The precipitate formed was suction filtered and washed with water. Then the precipitate was triturated with MeOH, suction filtered, washed with MeOH and dried i. vac. Reactants: N(=O)[O-].[Na+] (NaNO2), NC=1C=C(C(=O)O)C=CC1 (3-aminobenzoic acid), Cl (hydrochloric acid). Run in O (water), O (water). Yields the product [Cl-].C(=O)(O)C=1C=C(C=CC1)[N+]#N (3-carboxybenzenediazonium chloride). Reaction SMILES: [N:1]([O-])=O.[Na+].[NH2:5][C:6]1[CH:7]=[C:8]([CH:12]=[CH:13][CH:14]=1)[C:9]([OH:11])=[O:10].[ClH:15]>O>[Cl-:15].[C:9]([C:8]1[CH:7]=[C:6]([N+:5]#[N:1])[CH:14]=[CH:13][CH:12]=1)([OH:11])=[O:10] |f:0.1,5.6|. Reported procedure: A solution of NaNO2 (36.2 g.) in water (300 ml.) was added during approximately 30 minutes to a suspension of 3-aminobenzoic acid (68.6 g.) in concentrated hydrochloric acid (126.3 ml.) and water (200 ml.) at 0°-5°. The mixture was filtered to give a solution of 3-carboxybenzenediazonium chloride. Reactants: ( 6 ), ( 5 ), C(C=C)OC(=O)N1[C@@H](C[C@H](C1)O)C(=O)OC (Methyl (2S,4R)-N-(Allyloxycarbonyl)-4-hydroxypyrrolidine-2-carboxylate), ( 6 ), C(Cl)(Cl)Cl (CHCl3), CH3 Si, C(C1=CC=CC=C1)OC(=O)N1[C@@H](C[C@H](C1)O)CO[Si](C)(C)C(C)(C)C ((2S,4R)—N-Benzoxycarbonyl-2-t-butyldimethylsilyloxymethyl-4-hydroxypyrrolidine). Reagents/catalysts: [Pd] (Pd/C). Run in C(C)(=O)OCC (ethyl acetate), C(C)O (ethanol). Yields the product [Si](C)(C)(C(C)(C)C)OC[C@H]1NC[C@@H](C1)O ((2S,4R)-2-t-butyldimethylsilyloxymethyl-4-hydroxypyrrolidine). Reaction SMILES: C(OC([N:11]1[CH2:15][C@H:14]([OH:16])[CH2:13][C@H:12]1[CH2:17][O:18][Si:19]([C:22]([CH3:25])([CH3:24])[CH3:23])([CH3:21])[CH3:20])=O)C1C=CC=CC=1.C(Cl)(Cl)Cl.C(OC(N1C[C@H](O)C[C@H]1C(OC)=O)=O)C=C>C(OCC)(=O)C.C(O)C.[Pd]>[Si:19]([O:18][CH2:17][C@@H:12]1[CH2:13][C@@H:14]([OH:16])[CH2:15][NH:11]1)([C:22]([CH3:25])([CH3:24])[CH3:23])([CH3:21])[CH3:20]. Procedure details: A slurry of 10% Pd/C (190 mg) in ethyl acetate (20 mL) was added to a solution of TBDMS ether (48) (1.90 g, 5.19 mmol) in ethanol (100 mL). The reaction mixture was hydrogenated (Parr apparatus) for 16 h. The catalyst was removed by vacuum filtration through Celite and excess solvent was evaporated under reduced pressure to give a yellow oil in quantitative yield (1.20 g, 100%). [α]22.2D=+35.6° (c 0.042, CHCl3). 1H NMR (CDCl3): δ −(0.07-0.08) (m, 6H, H1′, H2′), 0.82 (s, 9H, H3′, H4′, H5′), 1.68-...